This data is from the Open Reaction Database (ORD), a public repository of structured organic reaction records. The task is: describe an organic reaction: reactants, conditions, products, and yield Starting materials: OC1=C(C(N(C2=CC=CC=C12)NCC(C)C)=O)C1=NS(C2=C(N1)C=CC(=C2)O)(=O)=O (4-hydroxy-3-(7-hydroxy-1,1-dioxido-4H-1,2,4-benzothiadiazin-3-yl)-1-(isobutylamino)quinolin-2(1H)-one), C([O-])([O-])=O.[Cs+].[Cs+] (cesium carbonate), BrC1=NC=CC=C1[N+](=O)[O-] (2-bromo-3-nitropyridine). Run in CS(=O)C (dimethylsulfoxide). Conditions: temperature 110 celsius. Yields the product OC1=C(C(N(C2=CC=CC=C12)NCC(C)C)=O)C1=NS(C2=C(N1)C=CC(=C2)OC2=NC=CC=C2[N+](=O)[O-])(=O)=O (4-hydroxy-1-(isobutylamino)-3-{7-[(3-nitropyridin-2-yl)oxy]-1,1-dioxido-4H-1,2,4-benzothiadiazin-3-yl}quinolin-2(1H)-one). Isolated yield 78.1%. RXN SMILES: [OH:1][C:2]1[C:11]2[C:6](=[CH:7][CH:8]=[CH:9][CH:10]=2)[N:5]([NH:12][CH2:13][CH:14]([CH3:16])[CH3:15])[C:4](=[O:17])[C:3]=1[C:18]1[NH:23][C:22]2[CH:24]=[CH:25][C:26]([OH:28])=[CH:27][C:21]=2[S:20](=[O:30])(=[O:29])[N:19]=1.C(=O)([O-])[O-].[Cs+].[Cs+].Br[C:38]1[C:43]([N+:44]([O-:46])=[O:45])=[CH:42][CH:41]=[CH:40][N:39]=1>CS(C)=O>[OH:1][C:2]1[C:11]2[C:6](=[CH:7][CH:8]=[CH:9][CH:10]=2)[N:5]([NH:12][CH2:13][CH:14]([CH3:15])[CH3:16])[C:4](=[O:17])[C:3]=1[C:18]1[NH:23][C:22]2[CH:24]=[CH:25][C:26]([O:28][C:38]3[C:43]([N+:44]([O-:46])=[O:45])=[CH:42][CH:41]=[CH:40][N:39]=3)=[CH:27][C:21]=2[S:20](=[O:29])(=[O:30])[N:19]=1 |f:1.2.3|. Procedure details: A mixture the product of Example 321C (10.0 mg, 0.02 mmol), cesium carbonate (27.7 mg, 0.09 mmol), and 2-bromo-3-nitropyridine (8.4 mg, 0.04 mmol) in dimethylsulfoxide (0.3 mL) was stirred while heating at 110° C. in a microwave reactor for 20 minutes. After cooling to 25° C., the mixture was partitioned between ethyl acetate and water. The aqueous layer was extracted with an additional portion of ethyl acetate. The combined organic layers were dried over sodium sulfate, filtered, concentrated u... The reagents and catalysts are [Ni] (Ni). The reactants are C(C)OC(NC=1C(=C2CCC(C2=CC1)NC1=CC=C(C=C1)F)[N+](=O)[O-])=O ([4-nitro-1-(4-fluoro-phenylamino)-indan-5-yl]-carbamic acid ethyl ester). Reaction SMILES: [CH2:1]([O:3][C:4](=[O:26])[NH:5][C:6]1[C:7]([N+:23]([O-])=O)=[C:8]2[C:12](=[CH:13][CH:14]=1)[CH:11]([NH:15][C:16]1[CH:21]=[CH:20][C:19]([F:22])=[CH:18][CH:17]=1)[CH2:10][CH2:9]2)[CH3:2]>CO.[Ni]>[CH2:1]([O:3][C:4](=[O:26])[NH:5][C:6]1[C:7]([NH2:23])=[C:8]2[C:12](=[CH:13][CH:14]=1)[CH:11]([NH:15][C:16]1[CH:17]=[CH:18][C:19]([F:22])=[CH:20][CH:21]=1)[CH2:10][CH2:9]2)[CH3:2]. Run in CO (methanol). Yields the product C(C)OC(NC=1C(=C2CCC(C2=CC1)NC1=CC=C(C=C1)F)N)=O ([4-Amino-1-(4-fluoro-phenylamino)-indan-5-yl]-carbamic acid ethyl ester). Reaction conditions: time 4 hour. Procedure: A solution of [4-nitro-1-(4-fluoro-phenylamino)-indan-5-yl]-carbamic acid ethyl ester (200 mg) in 20 ml of methanol was added a catalytic amount of Raney Ni. The resulting mixture was hydrogenated under regular pressure at room temperature for 4 hours. The reaction mixture was filtered through celite and washed with methanol. The filtrate was evaporated to dryness in vacuo and the residue was purified by column (hexane/EtOAc, 3:1) to give a white solid product. 1H-NMR (DMSO-d6): δ 8.51 (brs, 1H,... Reactants: ClC=1C=C(C=CC1C(F)(F)F)N1[C@H](C(N(CC1)CCCC(=O)N1C[C@H](C2(CC2)CC1)O)=O)C ((S)-4-(3-chloro-4-trifluoromethyl-phenyl)-1-[4-((S)-4-hydroxy-6-aza-spiro[2.5]oct-6-yl)-4-oxo-butyl]-3-methyl-piperazin-2-one), CCO (EtOH). Run in CCCCCCC (n-heptane). The product is title compounds, ClC=1C=C(C=CC1C(F)(F)F)N1[C@@H](C(N(CC1)CCCC(=O)N1C[C@H](C2(CC2)CC1)O)=O)C ((R)-4-(3-chloro-4-trifluoromethyl-phenyl)-1-[4-((S)-4-hydroxy-6-aza-spiro[2.5]oct-6-yl)-4-oxo-butyl]-3-methyl-piperazin-2-one). Isolated yield 27.0%. As a reaction SMILES: [Cl:1][C:2]1[CH:3]=[C:4]([N:12]2[CH2:17][CH2:16][N:15]([CH2:18][CH2:19][CH2:20][C:21]([N:23]3[CH2:30][CH2:29][C:26]4([CH2:28][CH2:27]4)[C@H:25]([OH:31])[CH2:24]3)=[O:22])[C:14](=[O:32])[C@@H:13]2[CH3:33])[CH:5]=[CH:6][C:7]=1[C:8]([F:11])([F:10])[F:9].CCO>CCCCCCC>[Cl:1][C:2]1[CH:3]=[C:4]([N:12]2[CH2:17][CH2:16][N:15]([CH2:18][CH2:19][CH2:20][C:21]([N:23]3[CH2:30][CH2:29][C:26]4([CH2:27][CH2:28]4)[C@H:25]([OH:31])[CH2:24]3)=[O:22])[C:14](=[O:32])[C@H:13]2[CH3:33])[CH:5]=[CH:6][C:7]=1[C:8]([F:11])([F:9])[F:10]. Procedure details: The title compounds were prepared by chiral separation of (S)-4-(3-chloro-4-trifluoromethyl-phenyl)-1-[4-((S)-4-hydroxy-6-aza-spiro[2.5]oct-6-yl)-4-oxo-butyl]-3-methyl-piperazin-2-one (63% ds) on a Reprosil Chiral NR, (40% EtOH in n-heptane) to give 27% of (R)-4-(3-chloro-4-trifluoromethyl-phenyl)-1-[4-((S)-4-hydroxy-6-aza-spiro[2.5]oct-6-yl)-4-oxo-butyl]-3-methyl-piperazin-2-one (example 61) as off-white foam, MS: 488.19 (MH+, Cl) and 42% of (S)-4-(3-chloro-4-trifluoromethyl-phenyl)-1-[4-((S)-4... Reaction SMILES: [C:39](=[O:40])([O-:41])[O-:42].[CH2:45]([C:46]([CH3:47])=[O:48])[CH3:49].[CH2:8]([CH2:9][CH2:10][CH2:11][CH2:12][CH2:13][CH3:14])[NH:15][C:16]([N:17]([CH3:18])[c:19]1[cH:20][c:21](-[c:25]2[c:26]([OH:37])[cH:27][c:28]([CH2:31][CH2:32][C:33](=[O:34])[O:35][CH3:36])[cH:29][cH:30]2)[cH:22][cH:23][cH:24]1)=[O:38].[I:1][CH2:2][CH2:3][C:4]([F:5])([F:6])[F:7].[K+:43].[K+:44]>>[CH2:2]([CH2:3][C:4]([F:5])([F:6])[F:7])[O:37][c:26]1[c:25](-[c:21]2[cH:20][c:19]([N:17]([C:16]([NH:15][CH2:8][CH2:9][CH2:10][CH2:11][CH2:12][CH2:13][CH3:14])=[O:38])[CH3:18])[cH:24][cH:23][cH:22]2)[cH:30][cH:29][c:28]([CH2:31][CH2:32][C:33](=[O:34])[O:35][CH3:36])[cH:27]1. The reactants are O=C([O-])[O-], CCC(C)=O, CCCCCCCNC(=O)N(C)c1cccc(-c2ccc(CCC(=O)OC)cc2O)c1, FC(F)(F)CCI, [K+], [K+]. Yields the product CCCCCCCNC(=O)N(C)c1cccc(-c2ccc(CCC(=O)OC)cc2OCCC(F)(F)F)c1. Starting materials: C(=O)(N1C=NC=C1)N1C=NC=C1 (1,1′-Carbonylbis-1H-imidazole), NC1=C(C=C(C2=C1CCO2)C(=O)O)Cl (4-Amino-5-chloro-2,3-dihydro-7-benzofurancarboxylic acid), COCCCN1CCC(CC1)N (1-(3-methoxypropyl)-4-piperidinamine). Reagents/catalysts: COCCCN1CCC(CC1)N (1-(3-methoxypropyl)-4-piperidinamine), C(=O)(N1C=NC=C1)N1C=NC=C1 (1,1′-Carbonylbis -1H-imidazole). Solvent: C1CCOC1 (THF), O1CCCC1 (tetrahydrofuran), O1CCCC1 (tetrahydrofuran). The product is O.NC1=C(C=C(C2=C1CCO2)C(=O)NC2CCN(CC2)CCCOC)Cl (4-amino-5-chloro-2,3-dihydro-N-[1-(3-methoxypropyl)-4-piperidinyl]-7-benzofurancarboxamide monohydrate). The yield is 181.1%. RXN SMILES: [NH2:1][C:2]1[C:7]2[CH2:8][CH2:9][O:10][C:6]=2[C:5]([C:11]([OH:13])=O)=[CH:4][C:3]=1[Cl:14].C(N1C=CN=C1)(N1C=CN=C1)=O.[CH3:27][O:28][CH2:29][CH2:30][CH2:31][N:32]1[CH2:37][CH2:36][CH:35]([NH2:38])[CH2:34][CH2:33]1>O1CCCC1.C(N1C=CN=C1)(N1C=CN=C1)=O.COCCCN1CCC(N)CC1>[OH2:10].[NH2:1][C:2]1[C:7]2[CH2:8][CH2:9][O:10][C:6]=2[C:5]([C:11]([NH:38][CH:35]2[CH2:36][CH2:37][N:32]([CH2:31][CH2:30][CH2:29][O:28][CH3:27])[CH2:33][CH2:34]2)=[O:13])=[CH:4][C:3]=1[Cl:14] |f:6.7|. Reported procedure: Reaction under N2 flow. 4-Amino-5-chloro-2,3-dihydro-7-benzofurancarboxylic acid (0.18 mol) was dissolved in tetrahydrofuran (360 ml) and this solution was stirred and cooled to +3° C. 1,1′-Carbonylbis-1H-imidazole (0.18 mol) was added in one portion and cooling was stopped. The mixture was stirred for 75 minutes (became homogeneous after 30 minutes). A solution of 1-(3-methoxypropyl)-4-piperidinamine (0.18 mol) in tetrahydrofuran (90 ml) was added dropwise (exothermic temperature rise from 23° ... The reactants are C(C)(=O)OC1=CC=C(C=C1)N1C(N2C(=CNC3=CC=CC=C23)C1=O)=O (2-(4-Acetoxyphenyl)-imidazo[1,5,a]quinoxaline-1,3(2H,5H)-dione), Cl (HCl). The solvent is C(C)O (ethanol). Run at time 2 hour. Yields the product OC1=CC=C(C=C1)N1C(N2C(=CNC3=CC=CC=C23)C1=O)=O (2-(4-Hydroxyphenyl)-imidazo[1,5,a]quinoxaline-1,3(2H,5H)-dione). Reaction SMILES: C([O:4][C:5]1[CH:10]=[CH:9][C:8]([N:11]2[C:23](=[O:24])[C:14]3=[CH:15][NH:16][C:17]4[C:22]([N:13]3[C:12]2=[O:25])=[CH:21][CH:20]=[CH:19][CH:18]=4)=[CH:7][CH:6]=1)(=O)C.Cl>C(O)C>[OH:4][C:5]1[CH:10]=[CH:9][C:8]([N:11]2[C:23](=[O:24])[C:14]3=[CH:15][NH:16][C:17]4[C:22]([N:13]3[C:12]2=[O:25])=[CH:21][CH:20]=[CH:19][CH:18]=4)=[CH:7][CH:6]=1. Reported procedure: 2-(4-Acetoxyphenyl)-imidazo[1,5,a]quinoxaline-1,3(2H,5H)-dione (250 mg) was added to an ethanol solution (50 mL) saturated with HCl. The solution was stirred for 2 hours and the solvent was removed in vacuo to yield 2-(4-Hydroxyphenyl)-imidazo[1,5,a]quinoxaline-1,3(2H,5H)-dione (Compound 41). m.p. 318-322° C.